Dataset: the Open Reaction Database (ORD), a public repository of structured organic reaction records. Task: describe an organic reaction: reactants, conditions, products, and yield The reactants are OC1(C(F)(F)F)ON=C(c2ccc(Cl)cc2)C1Cl, O=[N+]([O-])O, O=S(=O)(O)O. Yields the product O=[N+]([O-])c1cc(C2=NOC(O)(C(F)(F)F)C2Cl)ccc1Cl. As a reaction SMILES: [Cl:5][c:6]1[cH:7][cH:8][c:9]([C:12]2=[N:13][O:14][C:15]([C:18]([F:19])([F:20])[F:21])([OH:22])[CH:16]2[Cl:17])[cH:10][cH:11]1.[OH:1][N+:2]([O-:3])=[O:4].[S:23](=[O:24])(=[O:25])([OH:26])[OH:27]>>[O-:1][N+:2](=[O:4])[c:7]1[c:6]([Cl:5])[cH:11][cH:10][c:9]([C:12]2=[N:13][O:14][C:15]([C:18]([F:19])([F:20])[F:21])([OH:22])[CH:16]2[Cl:17])[cH:8]1. The reactants are C1(=CC=CC=C1)C(CCC(C)=O)=O (1-phenyl-1,4-pentanedione), O (water), [OH-].[Na+] (sodium hydroxide). The solvent is C(C)O (ethanol). Product: C1(=CC=CC=C1)C1=CC(CC1)=O (3-phenylcyclopent-2-en-1-one). RXN SMILES: [C:1]1([C:7](=O)[CH2:8][CH2:9][C:10](=[O:12])[CH3:11])[CH:6]=[CH:5][CH:4]=[CH:3][CH:2]=1.O.[OH-].[Na+]>C(O)C>[C:1]1([C:7]2[CH2:8][CH2:9][C:10](=[O:12])[CH:11]=2)[CH:6]=[CH:5][CH:4]=[CH:3][CH:2]=1 |f:2.3|. Procedure details: A mixture of 9.7 g of 1-phenyl-1,4-pentanedione (0.055 mole), 500 ml of water, 15 g of sodium hydroxide and 1000 ml of ethanol was heated under reflux for 4 hours. The mixture was allowed to cool to room temperature and was then neutralized with acid. Ethanol was evaporated. The 3-phenylcyclopent-2-en-1-one formed was recovered by extraction and crystallization. The reactants are O=C([O-])[O-], CN(C)C=O, ClCc1cncc(-c2ccccc2)c1, [K+], [K+], O, CCOC(=O)CCc1cn(Cc2ccc(O)cc2)nc1-c1ccccc1. The product is CCOC(=O)CCc1cn(Cc2ccc(OCc3cncc(-c4ccccc4)c3)cc2)nc1-c1ccccc1. RXN SMILES: [C:41](=[O:42])([O-:43])[O-:44].[CH3:47][N:48]([CH3:49])[CH:50]=[O:51].[Cl:27][CH2:28][c:29]1[cH:30][n:31][cH:32][c:33](-[c:35]2[cH:36][cH:37][cH:38][cH:39][cH:40]2)[cH:34]1.[K+:45].[K+:46].[OH2:52].[OH:1][c:2]1[cH:3][cH:4][c:5]([CH2:6][n:7]2[n:8][c:9](-[c:19]3[cH:20][cH:21][cH:22][cH:23][cH:24]3)[c:10]([CH2:12][CH2:13][C:14](=[O:15])[O:16][CH2:17][CH3:18])[cH:11]2)[cH:25][cH:26]1>>[O:1]([c:2]1[cH:3][cH:4][c:5]([CH2:6][n:7]2[n:8][c:9](-[c:19]3[cH:20][cH:21][cH:22][cH:23][cH:24]3)[c:10]([CH2:12][CH2:13][C:14](=[O:15])[O:16][CH2:17][CH3:18])[cH:11]2)[cH:25][cH:26]1)[CH2:28][c:29]1[cH:30][n:31][cH:32][c:33](-[c:35]2[cH:36][cH:37][cH:38][cH:39][cH:40]2)[cH:34]1. The reactants are [H-].[Na+] (sodium hydride), C(CO)O (ethylene glycol), ClC1=C(C(=O)OC)C=CC(=C1C=NNS(=O)(=O)C1=CC=C(C=C1)C)Cl (methyl 2,4-dichloro-3-[N-(4-methylphenylsulfonylamino)iminomethyl]benzoate), CC(C#C)=O (3-butyn-2-one). Conditions: time 48 hour. Product: ClC1=C(C(=O)OCCO)C=CC(=C1C1=CC(=NN1)C(=O)C)Cl (2-hydroxyethyl 2,4-dichloro-3-(3-methylcarbonyl-1H-pyrazol-5-yl)benzoate). Yield: 54.0%. RXN SMILES: [H-].[Na+].[Cl:3][C:4]1[C:13]([CH:14]=[N:15][NH:16]S(C2C=CC(C)=CC=2)(=O)=O)=[C:12]([Cl:27])[CH:11]=[CH:10][C:5]=1[C:6]([O:8][CH3:9])=[O:7].[CH3:28][C:29](=[O:32])[C:30]#[CH:31].C(O)[CH2:34][OH:35]>>[Cl:3][C:4]1[C:13]([C:14]2[NH:15][N:16]=[C:30]([C:29]([CH3:28])=[O:32])[CH:31]=2)=[C:12]([Cl:27])[CH:11]=[CH:10][C:5]=1[C:6]([O:8][CH2:9][CH2:34][OH:35])=[O:7] |f:0.1|. Procedure: At -10° C. and under an atmosphere of protective gas, 250 ml of ethylene glycol were added to 1.5 g (62.3 mmol) of sodium hydride. The mixture was warmed to room temperature, 12.5 g (31.2 mmol) of methyl 2,4-dichloro-3-[N-(4-methylphenylsulfonylamino)iminomethyl]benzoate were added and the mixture was heated at 85° C. for 15 minutes. After cooling, the diazo compound was extracted with diethyl ether or ethyl acetate, the combined organic phases were washed with 10% strength aqueous sodium hydrox... The product is COC(=O)C1(CC1)SC1=C(C=C(C(=C1)N)F)Cl (1-(5-amino-2-chloro-4-fluorophenylthio)-cyclopropanecarboxylic acid methyl ester). The yield is 175.9%. Procedure: A mixture of 12.5 g of 2-(5-amino-2-chloro-4-fluorophenylthio)-4-bromobutyric acid methyl ester, 30.4 g of potassium carbonate and 1.7 g of tetrabutylammonium hydrogen sulfate in 38 ml of toluene is maintained at +80° C. for 40 hours. The solid portions of the reaction mixture are then filtered off and washed with acetone. Evaporation of the solvent yields 17 g of 1-(5-amino-2-chloro-4-fluorophenylthio)-cyclopropanecarboxylic acid methyl ester having a melting point of from +119° to +124° C. Run in C1(=CC=CC=C1)C (toluene). The reagents and catalysts are S(=O)(=O)(O)[O-].C(CCC)[N+](CCCC)(CCCC)CCCC (tetrabutylammonium hydrogen sulfate). As a reaction SMILES: [CH3:1][O:2][C:3](=[O:18])[CH:4]([S:8][C:9]1[CH:14]=[C:13]([NH2:15])[C:12]([F:16])=[CH:11][C:10]=1[Cl:17])[CH2:5][CH2:6]Br.C(=O)([O-])[O-].[K+].[K+]>S([O-])(O)(=O)=O.C([N+](CCCC)(CCCC)CCCC)CCC.C1(C)C=CC=CC=1>[CH3:1][O:2][C:3]([C:4]1([S:8][C:9]2[CH:14]=[C:13]([NH2:15])[C:12]([F:16])=[CH:11][C:10]=2[Cl:17])[CH2:6][CH2:5]1)=[O:18] |f:1.2.3,4.5|. The reactants are COC(C(CCBr)SC1=C(C=C(C(=C1)N)F)Cl)=O (2-(5-amino-2-chloro-4-fluorophenylthio)-4-bromobutyric acid methyl ester), C([O-])([O-])=O.[K+].[K+] (potassium carbonate). Starting materials: CC(C)c1ccc(NC(=O)C2CCCc3c(OCc4ccccc4)cccc32)cn1, CN(C)C=O, COc1ccc(CCl)c(OC)n1, [H-], [Na+]. The product is COc1ccc(CN(C(=O)C2CCCc3c(OCc4ccccc4)cccc32)c2ccc(C(C)C)nc2)c(OC)n1. RXN SMILES: [CH2:1]([c:2]1[cH:3][cH:4][cH:5][cH:6][cH:7]1)[O:8][c:9]1[c:10]2[c:15]([cH:16][cH:17][cH:18]1)[CH:14]([C:19](=[O:20])[NH:21][c:22]1[cH:23][n:24][c:25]([CH:28]([CH3:29])[CH3:30])[cH:26][cH:27]1)[CH2:13][CH2:12][CH2:11]2.[CH3:45][N:46]([CH3:47])[CH:48]=[O:49].[Cl:33][CH2:34][c:35]1[c:36]([O:43][CH3:44])[n:37][c:38]([O:41][CH3:42])[cH:39][cH:40]1.[H-:31].[Na+:32]>>[CH2:1]([c:2]1[cH:3][cH:4][cH:5][cH:6][cH:7]1)[O:8][c:9]1[c:10]2[c:15]([cH:16][cH:17][cH:18]1)[CH:14]([C:19](=[O:20])[N:21]([c:22]1[cH:23][n:24][c:25]([CH:28]([CH3:29])[CH3:30])[cH:26][cH:27]1)[CH2:34][c:35]1[c:36]([O:43][CH3:44])[n:37][c:38]([O:41][CH3:42])[cH:39][cH:40]1)[CH2:13][CH2:12][CH2:11]2. The reactants are C(C)N1C(=NC=C1)C=O (1-ethyl-1H-imidazole-2-carbaldehyde), C(/C1=CC=CC=C1)=N\C1=C2COC(C2=CC=C1)=O ((E)-4-(benzylideneamino) isobenzofuran-1(3H)-one), C[O-].[Na+] (sodium methanolate), C(CC)(=O)OCC (ethyl propionate). Conditions: time 8 hour. The product is C(C)N1C(=NC=C1)C1C(NC=2C=CC=C(C2C1=O)C(=O)OC)C1=CC=CC=C1 (methyl 3-(1-ethyl-1H-imidazol-2-yl)-4-oxo-2-phenyl-1,2,3,4-tetrahydroquinoline-5-carboxylate). Isolated yield 12.1%. Reaction SMILES: [CH2:1]([N:3]1[CH:7]=[CH:6][N:5]=[C:4]1[CH:8]=O)[CH3:2].[CH:10](=[N:17]/[C:18]1[CH:26]=[CH:25][CH:24]=[C:23]2[C:19]=1[CH2:20][O:21][C:22]2=[O:27])\[C:11]1[CH:16]=[CH:15][CH:14]=[CH:13][CH:12]=1.[CH3:28][O-:29].[Na+].C(OCC)(=O)CC>>[CH2:1]([N:3]1[CH:7]=[CH:6][N:5]=[C:4]1[CH:8]1[C:28](=[O:29])[C:19]2[C:23]([C:22]([O:21][CH3:20])=[O:27])=[CH:24][CH:25]=[CH:26][C:18]=2[NH:17][CH:10]1[C:11]1[CH:16]=[CH:15][CH:14]=[CH:13][CH:12]=1)[CH3:2] |f:2.3|. Reported procedure: To 1-ethyl-1H-imidazole-2-carbaldehyde (520 mg, 4.19 mmol), (E)-4-(benzylideneamino) isobenzofuran-1(3H)-one (994 mg, 4.19 mmol), sodium methanolate (385 mg, 16.8 mmol) and ethyl propionate (15 mL) were added and the mixture was stirred at room temperature overnight. Then the resulting mixture was evaporated under reduced pressure and extracted with ethyl acetate (100 mL×4) and concentrated. The crude product was purified by column chromatography (silica gel, petroleum ether/ethyl acetate=20:1 t...